Dataset: the Open Reaction Database (ORD), a public repository of structured organic reaction records. Task: describe an organic reaction: reactants, conditions, products, and yield Starting materials: FC1=C(COC=2C=3N(C=CC2)C(=C(N3)C)C(=O)NC(CO)CO)C(=CC=C1)F (8-[(2,6-difluorobenzyl)oxy]-N-(1,3-dihydroxy-propan-2-yl)-2-methylimidazo[1,2-a]pyridine-3-carboxamide), ICC(C)C (1-iodo-2-methylpropane). Reagents/catalysts: [I-].C(CCC)[N+](CCCC)(CCCC)CCCC (tetra-n-butylammonium iodide), [Ag-]=O (silver(I) oxide). The solvent is C1(=CC=CC=C1)C (toluene). Conditions: temperature 40 celsius, time 8 hour. Product: FC1=C(COC=2C=3N(C=CC2)C(=C(N3)C)C(=O)NC(CO)COCC(C)C)C(=CC=C1)F (rac-8-[(2,6-Difluorobenzyl)oxy]-N-(1-hydroxy-3-isobutoxypropan-2-yl)-2-methylimidazo[1,2-a]-pyridine-3-carboxamide). As a reaction SMILES: [F:1][C:2]1[CH:27]=[CH:26][CH:25]=[C:24]([F:28])[C:3]=1[CH2:4][O:5][C:6]1[C:7]2[N:8]([C:12]([C:16]([NH:18][CH:19]([CH2:22][OH:23])[CH2:20][OH:21])=[O:17])=[C:13]([CH3:15])[N:14]=2)[CH:9]=[CH:10][CH:11]=1.I[CH2:30][CH:31]([CH3:33])[CH3:32]>C1(C)C=CC=CC=1.[I-].C([N+](CCCC)(CCCC)CCCC)CCC.[Ag-]=O>[F:1][C:2]1[CH:27]=[CH:26][CH:25]=[C:24]([F:28])[C:3]=1[CH2:4][O:5][C:6]1[C:7]2[N:8]([C:12]([C:16]([NH:18][CH:19]([CH2:22][O:23][CH2:30][CH:31]([CH3:33])[CH3:32])[CH2:20][OH:21])=[O:17])=[C:13]([CH3:15])[N:14]=2)[CH:9]=[CH:10][CH:11]=1 |f:3.4|. Procedure details: 250 mg (0.64 mmol) of 8-[(2,6-difluorobenzyl)oxy]-N-(1,3-dihydroxy-propan-2-yl)-2-methylimidazo[1,2-a]pyridine-3-carboxamide and 4.94 g (26.83 mmol) of 1-iodo-2-methylpropane were initially charged in dry toluene, 1.87 g (7.66 mmol) of silver(I) oxide and 118 mg (0.32 mmol) of tetra-n-butylammonium iodide were added and the mixture was stirred at 40° C. overnight. The reaction mixture was filtered through Celite, the filter cake was washed thoroughly, the filtrate was concentrated and the residu...